From a dataset of the Open Reaction Database (ORD), a public repository of structured organic reaction records. describe an organic reaction: reactants, conditions, products, and yield The reactants are ClC1=CC=C(C(=O)O)C=C1 (4-chlorobenzoic acid), O (water), [N+](=O)(O)[O-] (nitric acid), S(O)(O)(=O)=O (sulphuric acid). The solvent is C(Cl)Cl (methylene chloride). Conditions: temperature 42 celsius. The product is ClC1=C(C=C(C(=O)O)C=C1)[N+](=O)[O-] (4-chloro-3-nitrobenzoic acid). Reaction SMILES: [Cl:1][C:2]1[CH:10]=[CH:9][C:5]([C:6]([OH:8])=[O:7])=[CH:4][CH:3]=1.[N+:11]([O-])([OH:13])=[O:12].S(=O)(=O)(O)O.O>C(Cl)Cl>[Cl:1][C:2]1[CH:10]=[CH:9][C:5]([C:6]([OH:8])=[O:7])=[CH:4][C:3]=1[N+:11]([O-:13])=[O:12]. Reported procedure: 78.25 g (0.5mol) of 4-chlorobenzoic acid were suspended in 200 ml of methylene chloride, followed by the addition with stirring at room temperature of 33.5 g (0.55 mol) of 98% nitric acid. The mixture was heated with stirring to boiling temperature, followed by the dropwise addition over a period of 1 hour at that temperature of 63.5 g of 100% sulphuric acid. After cooling to 42° C., the mixture was stirred for 2 hours at that temperature. The reaction mixture was then poured onto 300 ml of wate... The reactants are NC1=CC(=NC=C1[N+](=O)[O-])Cl (4-amino-2-chloro-5-nitro-pyridine), FC1=CC=C(C=C1)C(CCCN1CCN(CC1)C1=NC=C(C(=C1)N)[N+](=O)[O-])=O (1-(4-fluorophenyl)-4-[4-(4-amino-5-nitro-pyridin-2-yl)-1-piperazinyl]-1-butanone). Run in C(C)(=O)OCC (ethyl acetate). The product is FC1=CC=C(C=C1)C(CCCN1CCN(CC1)C1=NC=C(C(=C1)N)N)=O (1-(4-fluorophenyl)-4-[4-(4,5-diamino-pyridin-2-yl)-1-piperazinyl]-1-butanone). As a reaction SMILES: NC1C([N+]([O-])=O)=CN=C(Cl)C=1.[F:12][C:13]1[CH:18]=[CH:17][C:16]([C:19](=[O:39])[CH2:20][CH2:21][CH2:22][N:23]2[CH2:28][CH2:27][N:26]([C:29]3[CH:34]=[C:33]([NH2:35])[C:32]([N+:36]([O-])=O)=[CH:31][N:30]=3)[CH2:25][CH2:24]2)=[CH:15][CH:14]=1>C(OCC)(=O)C>[F:12][C:13]1[CH:18]=[CH:17][C:16]([C:19](=[O:39])[CH2:20][CH2:21][CH2:22][N:23]2[CH2:28][CH2:27][N:26]([C:29]3[CH:34]=[C:33]([NH2:35])[C:32]([NH2:36])=[CH:31][N:30]=3)[CH2:25][CH2:24]2)=[CH:15][CH:14]=1. Procedure details: The starting material may be prepared as described in Example 1 starting from 4-amino-2-chloro-5-nitro-pyridine via 1-(4-fluorophenyl)-4-[4-(4-amino-5-nitro-pyridin-2-yl)-1-piperazinyl]-1-butanone to give 1-(4-fluorophenyl)-4-[4-(4,5-diamino-pyridin-2-yl)-1-piperazinyl]-1-butanone, m.p. 166°-169° (from ethyl acetate). Reactants: CO, O=[N+]([O-])c1ccc(OCCO)cc1. Product: Nc1ccc(OCCO)cc1. RXN SMILES: [CH3:14][OH:15].[N+:1]([O-:2])(=[O:3])[c:4]1[cH:5][cH:6][c:7]([O:8][CH2:9][CH2:10][OH:11])[cH:12][cH:13]1>>[NH2:1][c:4]1[cH:5][cH:6][c:7]([O:8][CH2:9][CH2:10][OH:11])[cH:12][cH:13]1. Reactants: ClC1=C(C=NC2=C(C=CC=C12)OC)C#N (4-chloro-8-methoxy -3-quinolinecarbonitrile), Cl.N1=CC=CC=C1 (pyridine hydrochloride), FC1=C(N)C=CC(=C1)Cl (2-fluoro-4-chloroaniline). Solvent: C(C)OCCO (2-ethoxyethanol). Run at temperature 100 celsius. The product is ClC1=CC(=C(C=C1)NC1=C(C=NC2=C(C=CC=C12)OC)C#N)F (4-(4-Chloro-2-fluoro-phenylamino)-8-methoxy-quinoline-3-carbonitrile). Yield: 87.7%. As a reaction SMILES: Cl[C:2]1[C:11]2[C:6](=[C:7]([O:12][CH3:13])[CH:8]=[CH:9][CH:10]=2)[N:5]=[CH:4][C:3]=1[C:14]#[N:15].Cl.N1C=CC=CC=1.[F:23][C:24]1[CH:30]=[C:29]([Cl:31])[CH:28]=[CH:27][C:25]=1[NH2:26]>C(OCCO)C>[Cl:31][C:29]1[CH:28]=[CH:27][C:25]([NH:26][C:2]2[C:11]3[C:6](=[C:7]([O:12][CH3:13])[CH:8]=[CH:9][CH:10]=3)[N:5]=[CH:4][C:3]=2[C:14]#[N:15])=[C:24]([F:23])[CH:30]=1 |f:1.2|. Procedure details: Using an analogous procedure to that described in Example 274. A reaction mixture of 328.0 mg (1.5 mmol) of 4-chloro-8-methoxy -3-quinolinecarbonitrile, 173.3 mg (1.5 mmol) of pyridine hydrochloride and 240.0 mg (1.7 mmol) of 2-fluoro-4-chloroaniline in 15 mL of 2-ethoxyethanol was heated at 100° C. for 2 hr. After the work up, 431.3 mg (87.9%) of the product was obtained as an off white solid, m.p. 127° C. (dec.), mass spectrum (electrospray, m/e): M+H 327.8, 329.9. The reactants are C1(CC1)CC1=CC2=C(OCC(N2C)=O)N=C1C1=CC=C(C=C1)C1(CCC1)NC(OC(C)(C)C)=O (Tert-butyl (1-(4-(7-(cyclopropylmethyl)-1-methyl-2-oxo-2,3-dihydro-1H-pyrido[2,3-b][1,4]oxazin-6-yl)phenyl)cyclobutyl)carbamate), C(=O)(C(F)(F)F)O (TFA). Run in ClCCl (dichloromethane). Reaction conditions: time 30 second. Yields the product NC1(CCC1)C1=CC=C(C=C1)C=1C(=CC2=C(OCC(N2C)=O)N1)CC1CC1 (6-(4-(1-aminocyclobutyl)phenyl)-7-(cyclopropylmethyl)-1-methyl-1H-pyrido[2,3-b][1,4]oxazin-2(3H)-one). Isolated yield 46.1%. Reaction SMILES: [CH:1]1([CH2:4][C:5]2[C:16]([C:17]3[CH:22]=[CH:21][C:20]([C:23]4([NH:27]C(=O)OC(C)(C)C)[CH2:26][CH2:25][CH2:24]4)=[CH:19][CH:18]=3)=[N:15][C:8]3[O:9][CH2:10][C:11](=[O:14])[N:12]([CH3:13])[C:7]=3[CH:6]=2)[CH2:3][CH2:2]1.C(O)(C(F)(F)F)=O>ClCCl>[NH2:27][C:23]1([C:20]2[CH:21]=[CH:22][C:17]([C:16]3[C:5]([CH2:4][CH:1]4[CH2:2][CH2:3]4)=[CH:6][C:7]4[N:12]([CH3:13])[C:11](=[O:14])[CH2:10][O:9][C:8]=4[N:15]=3)=[CH:18][CH:19]=2)[CH2:24][CH2:25][CH2:26]1. Procedure: Tert-butyl (1-(4-(7-(cyclopropylmethyl)-1-methyl-2-oxo-2,3-dihydro-1H-pyrido[2,3-b][1,4]oxazin-6-yl)phenyl)cyclobutyl)carbamate (0.5 mg, 1.79 μmol) was dissolved in dichloromethane (1 ml). TFA (0.5 ml) was added at room temperature and the reaction mixture was stirred for 30 seconds. The solution was immediately concentrated to dryness under reduced pressure. The residue was dissolved in diethyl ether (˜1 ml) and concentrated to dryness under reduced pressure. This was repeated three times. The ... Reactants: NN1C(C2=CC=CC=C2C(=N1)C=1SC=CC1C)=O (2-amino-4-(3-methylthiophen-2-yl)phthalazin-1(2H)-one), FC=1C=C(C=C(C1)F)CC(=O)O (2-(3,5-difluorophenyl)acetic acid). Product: FC=1C=C(C=C(C1)F)CC(=O)NN1C(C2=CC=CC=C2C(=N1)C=1SC=CC1C)=O (2-(3,5-difluorophenyl)-N-[4-(3-methylthiophen-2-yl)-1-oxophthalazin-2(1H)-yl]acetamide). RXN SMILES: [NH2:1][N:2]1[N:11]=[C:10]([C:12]2[S:13][CH:14]=[CH:15][C:16]=2[CH3:17])[C:9]2[C:4](=[CH:5][CH:6]=[CH:7][CH:8]=2)[C:3]1=[O:18].[F:19][C:20]1[CH:21]=[C:22]([CH2:27][C:28](O)=[O:29])[CH:23]=[C:24]([F:26])[CH:25]=1>>[F:19][C:20]1[CH:21]=[C:22]([CH2:27][C:28]([NH:1][N:2]2[N:11]=[C:10]([C:12]3[S:13][CH:14]=[CH:15][C:16]=3[CH3:17])[C:9]3[C:4](=[CH:5][CH:6]=[CH:7][CH:8]=3)[C:3]2=[O:18])=[O:29])[CH:23]=[C:24]([F:26])[CH:25]=1. Procedure details: The product from Example 14B and 2-(3,5-difluorophenyl)acetic acid was processed using a method similar to that described in Example 10C to afford the title compound. 1H NMR (400 MHz, DMSO-d6) δ ppm 11.78 (s, 1H), 8.39-8.42 (m, 1H), 7.90-8.05 (m, 2H), 7.73 (d, J=5.1 Hz, 1H), 7.62-7.65 (m, 1H), 7.08-7.22 (m, 4H), 3.77 (s, 2H), 2.10 (s, 3H); MS (APCI) M/Z 412 (M+H)+. Starting materials: COC(=O)C#N, CCCCCC, [Cl-], [NH4+], C1CCOC1, O=C1CCSc2ccccc21. Product: COC(=O)C1CSc2ccccc2C1=O. RXN SMILES: [C:18](#[N:19])[C:20](=[O:21])[O:22][CH3:23].[CH3:1][CH2:2][CH2:3][CH2:4][CH2:5][CH3:6].[Cl-:24].[NH4+:25].[O:26]1[CH2:27][CH2:28][CH2:29][CH2:30]1.[S:7]1[CH2:8][CH2:9][C:10](=[O:17])[c:11]2[cH:12][cH:13][cH:14][cH:15][c:16]21>>[S:7]1[CH2:8][CH:9]([C:20](=[O:21])[O:22][CH3:23])[C:10](=[O:17])[c:11]2[cH:12][cH:13][cH:14][cH:15][c:16]21. Conditions: time 8 hour. Reported procedure: To a solution of 171 mg of 1-phenyl pyrrole-3-carboxaldehyde in 1 mL of methanol was added 525 mg of 4-benzylpiperidine, 175 mg of 4-benzylpiperidine. HCl and 63 mg of sodium cyanoborohydride. The reaction mixture was stirred overnight at room temperature under an atmosphere of nitrogen. The methanol was removed by evaporation under reduced pressure and the residue was extracted into 50 mL of ethyl acetate, then washed successively with 50 mL aliquots of 10% sodium hydroxide and water. The ethyl... The product is C1(=CC=CC=C1)N1C=C(C=C1)CN1CCC(CC1)CC1=CC=CC=C1 (1-phenyl-3[(4-benzylpiperidin-1-yl)methyl]pyrrole). Reaction SMILES: [C:1]1([N:7]2[CH:11]=[CH:10][C:9]([CH:12]=O)=[CH:8]2)[CH:6]=[CH:5][CH:4]=[CH:3][CH:2]=1.[CH2:14]([CH:21]1[CH2:26][CH2:25][NH:24][CH2:23][CH2:22]1)[C:15]1[CH:20]=[CH:19][CH:18]=[CH:17][CH:16]=1.C([BH3-])#N.[Na+]>CO>[C:1]1([N:7]2[CH:11]=[CH:10][C:9]([CH2:12][N:24]3[CH2:25][CH2:26][CH:21]([CH2:14][C:15]4[CH:20]=[CH:19][CH:18]=[CH:17][CH:16]=4)[CH2:22][CH2:23]3)=[CH:8]2)[CH:6]=[CH:5][CH:4]=[CH:3][CH:2]=1 |f:2.3|. Solvent: CO (methanol). The reactants are C1(=CC=CC=C1)N1C=C(C=C1)C=O (1-phenyl pyrrole-3-carboxaldehyde), C(C1=CC=CC=C1)C1CCNCC1 (4-benzylpiperidine), 4-benzylpiperidine. HCl, C(#N)[BH3-].[Na+] (sodium cyanoborohydride). Reactants: O=C(NC1=C(F)C(F)=C(C(F)=C1F)C(F)(F)F)C=2C=CC=CC2F. Reagents/catalysts: [K].O=S(=O)(O)OOS(=O)(=O)O, O1B(OC(C)(C)C1(C)C)B2OC(C)(C)C(O2)(C)C, [Na].O=S(=O)(O)C1=CC=C(C=C1)C, O=C(C=CC1=CC=C(C=C1)C(F)(F)F)C=CC2=CC=C(C=C2)C(F)(F)F, [Pd].O=C(O)C. The solvent is N#CC. Run at temperature 80 celsius, time 24 hour. Yields the product O=C(NC1=C(F)C(F)=C(C(F)=C1F)C(F)(F)F)C=2C(F)=CC=CC2B3OC(C)(C)C(O3)(C)C. Isolated yield 73.0%. Reactants: aqueous solution, S(=S)(=O)([O-])[O-].[Na+].[Na+] (sodium thiosulfate), C(C1=CC=CC=C1)OCC(CSC(NCCCCCCCCCCCCCCCCCC)=O)OC (3-benzyloxy-2-methoxy-1-octadecylcarbamoylthiopropane), a6, C[Si](C)(C)I (trimethylsilyl iodide), ClCCl (dichloromethane). The solvent is C(C)#N (acetonitrile). Conditions: time 15 hour. Yields the product C(CCCCCCCCCCCCCCCCC)NC(=O)SCC(CO)OC (3-octadecylcarbamoylthio-2-methoxypropylalcohol). Yield: 57.2%. RXN SMILES: C([O:8][CH2:9][CH:10]([O:34][CH3:35])[CH2:11][S:12][C:13](=[O:33])[NH:14][CH2:15][CH2:16][CH2:17][CH2:18][CH2:19][CH2:20][CH2:21][CH2:22][CH2:23][CH2:24][CH2:25][CH2:26][CH2:27][CH2:28][CH2:29][CH2:30][CH2:31][CH3:32])C1C=CC=CC=1.C[Si](I)(C)C.S([O-])([O-])(=O)=S.[Na+].[Na+].ClCCl>C(#N)C>[CH2:15]([NH:14][C:13]([S:12][CH2:11][CH:10]([O:34][CH3:35])[CH2:9][OH:8])=[O:33])[CH2:16][CH2:17][CH2:18][CH2:19][CH2:20][CH2:21][CH2:22][CH2:23][CH2:24][CH2:25][CH2:26][CH2:27][CH2:28][CH2:29][CH2:30][CH2:31][CH3:32] |f:2.3.4|. Procedure details: To a solution of 1.02 g (2 mM) of 3-benzyloxy-2-methoxy-1-octadcylcarbamoylthiopropane VI a6 in 80 ml of acetonitrile is added 0.4 ml (2.81 mM) of trimethylsilyl iodide with ice-cooling and the mixture is allowed to stand at room temperature for 15 hours. To the reaction mixture is added 50 ml of 10% aqueous solution of sodium thiosulfate and the product is isolated with dichloromethane extraction. The dichloromethane layer is washed with water, dried, and evaporated. The residue is purified by ...